This data is from the Open Reaction Database (ORD), a public repository of structured organic reaction records. The task is: describe an organic reaction: reactants, conditions, products, and yield Starting materials: CCCCC=C1CCCC1=O, I. Product: CCCCCC1=CCCC1=O. Reaction SMILES: [CH:1]([CH2:2][CH2:3][CH2:4][CH3:5])=[C:6]1[C:7](=[O:11])[CH2:8][CH2:9][CH2:10]1.[I:12]>>[CH2:1]([CH2:2][CH2:3][CH2:4][CH3:5])[C:6]1=[CH:10][CH2:9][CH2:8][C:7]1=[O:11]. The reactants are CCI, CN(C)C=O, [H-], [Na+], O=C(c1ccc(-c2cc[nH]n2)cc1)N1Cc2cccn2Cc2ccccc21. Yields the product CCn1ccc(-c2ccc(C(=O)N3Cc4cccn4Cc4ccccc43)cc2)n1. As a reaction SMILES: [CH2:30]([CH3:31])[I:32].[CH3:33][N:34]([CH3:35])[CH:36]=[O:37].[H-:28].[Na+:29].[nH:1]1[n:2][c:3](-[c:6]2[cH:7][cH:8][c:9]([C:12](=[O:13])[N:14]3[CH2:15][c:16]4[n:17]([cH:25][cH:26][cH:27]4)[CH2:18][c:19]4[c:20]3[cH:21][cH:22][cH:23][cH:24]4)[cH:10][cH:11]2)[cH:4][cH:5]1>>[n:1]1([CH2:30][CH3:31])[n:2][c:3](-[c:6]2[cH:7][cH:8][c:9]([C:12](=[O:13])[N:14]3[CH2:15][c:16]4[n:17]([cH:25][cH:26][cH:27]4)[CH2:18][c:19]4[c:20]3[cH:21][cH:22][cH:23][cH:24]4)[cH:10][cH:11]2)[cH:4][cH:5]1. Starting materials: CN1C(=O)C(C)(C)c2cc(Br)cc(F)c21, Cn1c(C#N)ccc1B(O)O, CCOC(C)=O, [F-], [K+], C1COCCO1. The product is CN1C(=O)C(C)(C)c2cc(-c3ccc(C#N)n3C)cc(F)c21. As a reaction SMILES: [Br:1][c:2]1[cH:3][c:4]2[c:8]([c:9]([F:11])[cH:10]1)[N:7]([CH3:12])[C:6](=[O:13])[C:5]2([CH3:14])[CH3:15].[CH3:16][n:17]1[c:18]([B:24]([OH:25])[OH:26])[cH:19][cH:20][c:21]1[C:22]#[N:23].[CH3:35][CH2:36][O:37][C:38]([CH3:39])=[O:40].[F-:27].[K+:28].[O:29]1[CH2:30][CH2:31][O:32][CH2:33][CH2:34]1>>[c:2]1(-[c:18]2[n:17]([CH3:16])[c:21]([C:22]#[N:23])[cH:20][cH:19]2)[cH:3][c:4]2[c:8]([c:9]([F:11])[cH:10]1)[N:7]([CH3:12])[C:6](=[O:13])[C:5]2([CH3:14])[CH3:15]. Reactants: CC(C)=CCCC(C)CCO, [H][H]. Product: CC1CCC(C(C)C)C(O)C1. As a reaction SMILES: [CH3:1][CH:2]([CH2:3][CH2:4][OH:5])[CH2:6][CH2:7][CH:8]=[C:9]([CH3:10])[CH3:11].[H:12][H:13]>>[CH3:1][CH:2]1[CH2:3][CH:4]([OH:5])[CH:8]([CH:9]([CH3:10])[CH3:11])[CH2:7][CH2:6]1. Reactants: CCOC(=O)/N=N/C(=O)OCC (DEAD), O[C@@H](C)[C@@H]1CC(NC1)=O ((R)-4-((S)-1-hydroxyethyl)pyrrolidin-2-one), C1=CC=C(C=C1)P(C2=CC=CC=C2)C3=CC=CC=C3 (PPh3), COC=1C=C(C=CC1OC)C1=CC2=C(C(=N1)O)N(C=N2)C (6-(3,4-dimethoxyphenyl)-3-methyl-3H-imidazo[4,5-c]pyridin-4-ol). Solvent: CCOC(=O)C (EtOAc), O (Water), C(Cl)Cl (CH2Cl2). Run at time 8 hour. Product: COC=1C=C(C=CC1OC)C1=CC2=C(C(=N1)O[C@H](C)[C@@H]1CC(NC1)=O)N(C=N2)C ((R)-4-((R)-1-(6-(3,4-dimethoxyphenyl)-3-methyl-3H-imidazo[4,5-c]pyridin-4-yloxy)ethyl)pyrrolidin-2-one). Reaction SMILES: [OH:1][C@H:2]([C@H:4]1[CH2:8][NH:7][C:6](=[O:9])[CH2:5]1)[CH3:3].C1C=CC(P(C2C=CC=CC=2)C2C=CC=CC=2)=CC=1.[CH3:29][O:30][C:31]1[CH:32]=[C:33]([C:39]2[N:44]=[C:43](O)[C:42]3[N:46]([CH3:49])[CH:47]=[N:48][C:41]=3[CH:40]=2)[CH:34]=[CH:35][C:36]=1[O:37][CH3:38].CCOC(/N=N/C(OCC)=O)=O>C(Cl)Cl.CCOC(C)=O.O>[CH3:29][O:30][C:31]1[CH:32]=[C:33]([C:39]2[N:44]=[C:43]([O:1][C@@H:2]([C@H:4]3[CH2:8][NH:7][C:6](=[O:9])[CH2:5]3)[CH3:3])[C:42]3[N:46]([CH3:49])[CH:47]=[N:48][C:41]=3[CH:40]=2)[CH:34]=[CH:35][C:36]=1[O:37][CH3:38]. Procedure: To a mixture of (R)-4-((R)-1-hydroxyethyl)pyrrolidin-2-one 1.18 (350 mg, 2.73 mmol), PPh3 (720 mg, 2.73 mmol), and 6-(3,4-dimethoxyphenyl)-3-methyl-3H-imidazo[4,5-c]pyridin-4-ol 2.27 (130 mg, 0.60 mmol) in CH2Cl2 (6 mL) was added DEAD (475 mg, 2.73 mmol) and the reaction was stirred overnight. Water (10 mL) and EtOAc (20 mL) were added and the layers were separated. The organic layer was washed with brine (1×10 mL), dried (Na2SO4), filtered and concentrated. The residue was purified by flash chr... As a reaction SMILES: [CH3:38][c:39]1[cH:40][cH:41][cH:42][cH:43][cH:44]1.[CH3:45][O:46][C:47]([CH3:48])([CH3:49])[CH3:50].[Cl:12][c:13]1[cH:14][c:15](-[c:20]2[c:21]([NH2:26])[cH:22][cH:23][cH:24][cH:25]2)[cH:16][cH:17][c:18]1[F:19].[F:1][CH2:2][c:3]1[n:4][n:5]([CH3:11])[cH:6][c:7]1[C:8](=[O:9])[Cl:10].[O:33]1[CH2:34][CH2:35][CH2:36][CH2:37]1.[cH:27]1[cH:28][cH:29][n:30][cH:31][cH:32]1>>[F:1][CH2:2][c:3]1[n:4][n:5]([CH3:11])[cH:6][c:7]1[C:8](=[O:9])[NH:26][c:21]1[c:20](-[c:15]2[cH:14][c:13]([Cl:12])[c:18]([F:19])[cH:17][cH:16]2)[cH:25][cH:24][cH:23][cH:22]1. Starting materials: Cc1ccccc1, COC(C)(C)C, Nc1ccccc1-c1ccc(F)c(Cl)c1, Cn1cc(C(=O)Cl)c(CF)n1, C1CCOC1, c1ccncc1. Product: Cn1cc(C(=O)Nc2ccccc2-c2ccc(F)c(Cl)c2)c(CF)n1. Starting materials: CCCC[Sn](CCCC)(CCCC)c1ccccc1NC(=O)CNC(=O)OCc1ccccc1, ClC(Cl)Cl, [F-], O=C(Cl)c1ccccc1F, [K+]. Yields the product O=C(CNC(=O)OCc1ccccc1)Nc1ccccc1C(=O)c1ccccc1F. Reaction SMILES: [CH2:11]([Sn:12]([CH2:13][CH2:14][CH2:15][CH3:37])([c:16]1[c:17]([NH:22][C:23]([CH2:24][NH:25][C:26](=[O:27])[O:28][CH2:29][c:30]2[cH:31][cH:32][cH:33][cH:34][cH:35]2)=[O:36])[cH:18][cH:19][cH:20][cH:21]1)[CH2:38][CH2:39][CH2:40][CH3:41])[CH2:42][CH2:43][CH3:44].[CH:47]([Cl:48])([Cl:49])[Cl:50].[F-:45].[F:1][c:2]1[c:3]([C:4](=[O:5])[Cl:6])[cH:7][cH:8][cH:9][cH:10]1.[K+:46]>>[F:1][c:2]1[c:3]([C:4](=[O:5])[c:16]2[c:17]([NH:22][C:23]([CH2:24][NH:25][C:26](=[O:27])[O:28][CH2:29][c:30]3[cH:31][cH:32][cH:33][cH:34][cH:35]3)=[O:36])[cH:18][cH:19][cH:20][cH:21]2)[cH:7][cH:8][cH:9][cH:10]1. Reactants: CC(C)(C)NS(=O)(=O)c1cccc(-c2cccc(-c3nc(-c4ccc(Cl)cc4)cc(C(F)(F)F)n3)c2)c1, ClCCl, O=C(O)C(F)(F)F. Yields the product NS(=O)(=O)c1cccc(-c2cccc(-c3nc(-c4ccc(Cl)cc4)cc(C(F)(F)F)n3)c2)c1. RXN SMILES: [C:1]([CH3:2])([CH3:3])([CH3:4])[NH:5][S:6](=[O:7])(=[O:8])[c:9]1[cH:10][c:11](-[c:15]2[cH:16][c:17](-[c:21]3[n:22][c:23]([C:34]([F:35])([F:36])[F:37])[cH:24][c:25](-[c:27]4[cH:28][cH:29][c:30]([Cl:33])[cH:31][cH:32]4)[n:26]3)[cH:18][cH:19][cH:20]2)[cH:12][cH:13][cH:14]1.[Cl:45][CH2:46][Cl:47].[F:38][C:39]([F:40])([F:41])[C:42]([OH:43])=[O:44]>>[NH2:5][S:6](=[O:7])(=[O:8])[c:9]1[cH:10][c:11](-[c:15]2[cH:16][c:17](-[c:21]3[n:22][c:23]([C:34]([F:35])([F:36])[F:37])[cH:24][c:25](-[c:27]4[cH:28][cH:29][c:30]([Cl:33])[cH:31][cH:32]4)[n:26]3)[cH:18][cH:19][cH:20]2)[cH:12][cH:13][cH:14]1.